From a dataset of the Open Reaction Database (ORD), a public repository of structured organic reaction records. describe an organic reaction: reactants, conditions, products, and yield Reactants: N#N (N2), BrC=1C=C2C(=CC(OC2=CC1)=O)NC1CCN(CC1)CC=CC1=CC=CC=C1 (6-Bromo-4-[1-(3-phenyl-allyl)-piperidine-4-ylamino]-chromen-2-one), Pd(PPh3)Cl2, C(=O)([O-])[O-].[Cs+].[Cs+] (Cs2CO3), C1(=C(C=CC=C1)OBO)C (O-tolyl boronic acid). Solvent: COCCOC.O.CCO (DME H2O EtOH). Run at temperature 160 celsius. The product is C1(=C(C=CC=C1)C=1C=C2C(=CC(OC2=CC1)=O)NC1CCN(CC1)CC=CC1=CC=CC=C1)C (6-(o-Tolyl)-4-[1-(3-phenyl-allyl)-piperidine-4-ylamino]-chromen-2-one). Isolated yield 28.9%. As a reaction SMILES: N#N.Br[C:4]1[CH:5]=[C:6]2[C:11](=[CH:12][CH:13]=1)[O:10][C:9](=[O:14])[CH:8]=[C:7]2[NH:15][CH:16]1[CH2:21][CH2:20][N:19]([CH2:22][CH:23]=[CH:24][C:25]2[CH:30]=[CH:29][CH:28]=[CH:27][CH:26]=2)[CH2:18][CH2:17]1.C([O-])([O-])=O.[Cs+].[Cs+].[C:37]1([CH3:46])[CH:42]=[CH:41][CH:40]=[CH:39][C:38]=1OBO>COCCOC.O.CCO>[C:37]1([CH3:46])[CH:42]=[CH:41][CH:40]=[CH:39][C:38]=1[C:4]1[CH:5]=[C:6]2[C:11](=[CH:12][CH:13]=1)[O:10][C:9](=[O:14])[CH:8]=[C:7]2[NH:15][CH:16]1[CH2:21][CH2:20][N:19]([CH2:22][CH:23]=[CH:24][C:25]2[CH:26]=[CH:27][CH:28]=[CH:29][CH:30]=2)[CH2:18][CH2:17]1 |f:2.3.4,6.7.8|. Procedure details: Into a dry microwave vial under N2 was added 6-Bromo-4-[1-(3-phenyl-allyl)-piperidine-4-ylamino]-chromen-2-one (20 mg, 0.046 mmol), Pd(PPh3)Cl2 (˜1 mol %), and Cs2CO3 (17.8 mg, 0.0547 mmol) in DME/H2O/EtOH (7/3/2, 0.5 mL). O-tolyl boronic acid (6.3 mg, 0.046 mmol) was added and the solution was heated in the microwave for 5 minutes at 160° C., filtered, and was purified by Prep HPLC to give 6 mg (23%) of the desired compound as the TFA salt. MS (ESI(+)Q1MS m/z 451 (M−H)+; 1H NMR (300 MHz, DMSO) ... The reactants are C(C)NC1=NC=CC(=N1)C=1C(=NN(C1)CC1=CC=C(C=C1)OC)C=1C=C(C=CC1)NS(=O)(=O)C1=C(C=CC(=C1)F)F (N-(3-{4-[2-(ethylamino)pyrimidin-4-yl]-1-(4-methoxybenzyl)-1H-pyrazol-3-yl}phenyl)-2,5-difluorobenzenesulfonamide). The solvent is FC(C(=O)O)(F)F (trifluoroacetic acid). Reaction conditions: temperature 70 celsius, time 4 hour. Yields the product C(C)NC1=NC=CC(=N1)C=1C(=NNC1)C=1C=C(C=CC1)NS(=O)(=O)C1=C(C=CC(=C1)F)F (N-(3-{4-[2-(ethylamino)pyrimidin-4-yl]-1H-pyrazol-3-yl}phenyl)-2,5-difluorobenzenesulfonamide). Yield: 22.5%. As a reaction SMILES: [CH2:1]([NH:3][C:4]1[N:9]=[C:8]([C:10]2[C:11]([C:24]3[CH:25]=[C:26]([NH:30][S:31]([C:34]4[CH:39]=[C:38]([F:40])[CH:37]=[CH:36][C:35]=4[F:41])(=[O:33])=[O:32])[CH:27]=[CH:28][CH:29]=3)=[N:12][N:13](CC3C=CC(OC)=CC=3)[CH:14]=2)[CH:7]=[CH:6][N:5]=1)[CH3:2]>FC(F)(F)C(O)=O>[CH2:1]([NH:3][C:4]1[N:9]=[C:8]([C:10]2[C:11]([C:24]3[CH:25]=[C:26]([NH:30][S:31]([C:34]4[CH:39]=[C:38]([F:40])[CH:37]=[CH:36][C:35]=4[F:41])(=[O:33])=[O:32])[CH:27]=[CH:28][CH:29]=3)=[N:12][NH:13][CH:14]=2)[CH:7]=[CH:6][N:5]=1)[CH3:2]. Procedure: 450 mg (0.78 mmol) of N-(3-{4-[2-(ethylamino)pyrimidin-4-yl]-1-(4-methoxybenzyl)-1H-pyrazol-3-yl}phenyl)-2,5-difluorobenzenesulfonamide were dissolved in 10 ml of trifluoroacetic acid and the resulting solution heated at 70° C. under stirring for 4 hours. After this time the solvent was evaporated and the residue taken up with dichloromethane and washed with aqueous sodium hydrogenocarbonate. The organic phase was then dried over sodium sulphate and evaporated again. The crude was finally purifi... Reactants: C(C)(C)N1CC(C1)C1=CC2=C(C=3N=C(SC3CCO2)C=2N(N=CN2)C(C)C)C=C1 (8-(1-isopropyl-azetidin-3-yl)-2-(2-isopropyl-2H-[1,2,4]triazol-3-yl)-4,5-dihydro-6-oxa-3-thia-1-aza-benzo[e]azulene), C(C)(C)N(CC)C(C)C (diisopropylethylamine), CC1(OC[C@@H](O1)C=O)C ((R)-(+)-2,2-dimethyl-1,3-dioxolane-4-carboxaldehyde). Yields the product CC1(OC[C@@H](O1)CN1CC(C1)C1=CC2=C(C=3N=C(SC3CCO2)C=2N(N=CN2)C(C)C)C=C1)C (8-[1-((S)-2,2-Dimethyl-[1,3]dioxolan-4-ylmethyl)-azetidin-3-yl]-2-(2-isopropyl-2H-[1,2,4]triazol-3-yl)-4,5-dihydro-6-oxa-3-thia-1-aza-benzo[e]azulene), oil. The yield is 32.0%. Reaction SMILES: C([N:4]1[CH2:7][CH:6]([C:8]2[CH:29]=[CH:28][C:11]3[C:12]4[N:13]=[C:14]([C:20]5[N:21]([CH:25]([CH3:27])[CH3:26])[N:22]=[CH:23][N:24]=5)[S:15][C:16]=4[CH2:17][CH2:18][O:19][C:10]=3[CH:9]=2)[CH2:5]1)(C)C.[CH3:30][C:31]1([CH3:38])[O:35][C@@H:34]([CH:36]=O)[CH2:33][O:32]1.C(N(C(C)C)CC)(C)C>>[CH3:30][C:31]1([CH3:38])[O:35][C@@H:34]([CH2:36][N:4]2[CH2:5][CH:6]([C:8]3[CH:29]=[CH:28][C:11]4[C:12]5[N:13]=[C:14]([C:20]6[N:21]([CH:25]([CH3:27])[CH3:26])[N:22]=[CH:23][N:24]=6)[S:15][C:16]=5[CH2:17][CH2:18][O:19][C:10]=4[CH:9]=3)[CH2:7]2)[CH2:33][O:32]1. Procedure details: The title compound was prepared by a similar procedure to 8-(1-isopropyl-azetidin-3-yl)-2-(2-isopropyl-2H-[1,2,4]triazol-3-yl)-4,5-dihydro-6-oxa-3-thia-1-aza-benzo[e]azulene using (R)-(+)-2,2-dimethyl-1,3-dioxolane-4-carboxaldehyde instead of acetone and adding 1.0 eq. diisopropylethylamine to the reaction mixture. The product was isolated as a colourless oil (127 mg, 32%). LCMS: RT=3.37 min, [M+H]+=482 Starting materials: O1[C@H](COC2=C(C=C3C(=O)OCC3)C=CC=C2)C1 ((S)-α-(2′-(2,3-epoxypropan-1-yloxy)benzylidene)-γ-butyrolactone), C1(=CC=CC2=CC=CC=C12)C1CCNCC1 (4-(naphthalen-1-yl)piperidine), C(C)(=O)OCC.C1(=CC=C(C=C1)S(=O)(=O)O)C (ethyl acetate p-toluenesulfonic acid). Solvent: CO (methanol). The product is C1(=CC=C(C=C1)S(=O)(=O)O)C.O[C@H](COC1=C(C=C2C(=O)OCC2)C=CC=C1)CN1CCC(CC1)C1=CC=CC2=CC=CC=C12 ((S)-α-(2′-(2-hydroxy-3-(4-(naphthalen-1-yl)piperidino)propyloxy)benzylidene)-γ-butyrolactone p-toluenesulfonate). As a reaction SMILES: [O:1]1[CH2:18][C@H:2]1[CH2:3][O:4][C:5]1[CH:17]=[CH:16][CH:15]=[CH:14][C:6]=1[CH:7]=[C:8]1[CH2:13][CH2:12][O:11][C:9]1=[O:10].[C:19]1([CH:29]2[CH2:34][CH2:33][NH:32][CH2:31][CH2:30]2)[C:28]2[C:23](=[CH:24][CH:25]=[CH:26][CH:27]=2)[CH:22]=[CH:21][CH:20]=1.C(OCC)(=O)C.[C:41]1([CH3:51])[CH:46]=[CH:45][C:44]([S:47]([OH:50])(=[O:49])=[O:48])=[CH:43][CH:42]=1>CO>[C:41]1([CH3:51])[CH:42]=[CH:43][C:44]([S:47]([OH:50])(=[O:48])=[O:49])=[CH:45][CH:46]=1.[OH:1][C@@H:2]([CH2:18][N:32]1[CH2:33][CH2:34][CH:29]([C:19]2[C:28]3[C:23](=[CH:24][CH:25]=[CH:26][CH:27]=3)[CH:22]=[CH:21][CH:20]=2)[CH2:30][CH2:31]1)[CH2:3][O:4][C:5]1[CH:17]=[CH:16][CH:15]=[CH:14][C:6]=1[CH:7]=[C:8]1[CH2:13][CH2:12][O:11][C:9]1=[O:10] |f:2.3,5.6|. Procedure details: The reaction was performed in same manner as in Example 307 using (S)-α-(2′-(2,3-epoxypropan-1-yloxy)benzylidene)-γ-butyrolactone (5.8 g) and 4-(naphthalen-1-yl)piperidine (5.0 g) in methanol (100 ml) and the obtained oil was treated with ethyl acetate/p-toluenesulfonic acid to give the title compound (7.8 g), melting point 119–121° C. Starting materials: C(CCCCCCC)OC1=CC=C(C=C1)C1=CC=C(C=N1)C=O (6-[4-(octyloxy)phenyl]-3-pyridinecarboxaldehyde), C(CCCCCCCCC)C(CO)CO (2-decyl-1,3-propanediol), S(O)(O)(=O)=O (sulfuric acid). The solvent is C1(=CC=CC=C1)C (toluene). Conditions: time 1 hour. Yields the product C(CCCCCCCCC)[C@H]1CO[C@@H](OC1)C=1C=CC(=NC1)C1=CC=C(C=C1)OCCCCCCCC (5-(trans-5-decyl-1,3-dioxan-2-yl)-2-[4-(octyloxy)phenyl]pyridine). The yield is 17.0%. As a reaction SMILES: [CH2:1]([O:9][C:10]1[CH:15]=[CH:14][C:13]([C:16]2[N:21]=[CH:20][C:19]([CH:22]=[O:23])=[CH:18][CH:17]=2)=[CH:12][CH:11]=1)[CH2:2][CH2:3][CH2:4][CH2:5][CH2:6][CH2:7][CH3:8].[CH2:24]([CH:34]([CH2:37]O)[CH2:35][OH:36])[CH2:25][CH2:26][CH2:27][CH2:28][CH2:29][CH2:30][CH2:31][CH2:32][CH3:33].S(=O)(=O)(O)O>C1(C)C=CC=CC=1>[CH2:24]([C@@H:34]1[CH2:35][O:36][C@@H:22]([C:19]2[CH:18]=[CH:17][C:16]([C:13]3[CH:14]=[CH:15][C:10]([O:9][CH2:1][CH2:2][CH2:3][CH2:4][CH2:5][CH2:6][CH2:7][CH3:8])=[CH:11][CH:12]=3)=[N:21][CH:20]=2)[O:23][CH2:37]1)[CH2:25][CH2:26][CH2:27][CH2:28][CH2:29][CH2:30][CH2:31][CH2:32][CH3:33]. Reported procedure: A solution of 2.2 g of 6-[4-(octyloxy)phenyl]-3-pyridinecarboxaldehyde (prepared in accordance with Example 2) and 1.4 g of 2-decyl-1,3-propanediol in 40 ml of toluene was treated with 5 drops of 10 percent (v/v) sulfuric acid. The mixture was heated to boiling for 1 hour, moist toluene being distilled off and being replaced by fresh toluene. The reaction mixture was then neutralized with triethylamine and, after cooling, washed three times with water, dried over sodium sulfate and concentrated.... Reactants: C(C)(C)(C)OC(=O)NCCCOC1=C2CCCC(C2=C(C=C1)[N+](=O)[O-])=O (5-[3'-(t-Butoxycarbonylamino)propyloxy]-8-nitro-1,2,3,4-tetrahydronaphthalen-1-one). The reagents and catalysts are [C].[Pd] (palladium-carbon). Run in C(C)O (ethanol). Run at time 1.5 hour. The product is NC=1C=CC(=C2CCCC(C12)=O)OCCCNC(=O)OC(C)(C)C (8-amino-5-[3'-(t-butoxycarbonylamino)propyloxy ]-1,2,3,4-tetrahydronaphthalen-1-one). The yield is 109.3%. RXN SMILES: [C:1]([O:5][C:6]([NH:8][CH2:9][CH2:10][CH2:11][O:12][C:13]1[CH:22]=[CH:21][C:20]([N+:23]([O-])=O)=[C:19]2[C:14]=1[CH2:15][CH2:16][CH2:17][C:18]2=[O:26])=[O:7])([CH3:4])([CH3:3])[CH3:2]>C(O)C.[C].[Pd]>[NH2:23][C:20]1[CH:21]=[CH:22][C:13]([O:12][CH2:11][CH2:10][CH2:9][NH:8][C:6]([O:5][C:1]([CH3:4])([CH3:3])[CH3:2])=[O:7])=[C:14]2[C:19]=1[C:18](=[O:26])[CH2:17][CH2:16][CH2:15]2 |f:2.3|. Procedure details: 5-[3'-(t-Butoxycarbonylamino)propyloxy]-8-nitro-1,2,3,4-tetrahydronaphthalen-1-one (3.55 g) is dissolved in ethanol (160 ml), and thereto is added 10% palladium-carbon (420 mg). The mixture is stirred under hydrogen atmosphere for 1.5 hour, and the catalyst is removed by filtration. The filtrate is concentrated, and the residue is purified by silica gel column chromatography to give the title compound (3.56 g) as a yellow oil. Reactants: NC(C(=O)O)C(C1=CC=C(C=C1)SC)O (2-amino-3-hydroxy-3- (4-methylthiophenyl)propionic acid), [B-].[Na+] (sodium borohydrate). Solvent: C(C)O (ethanol). The product is NC(CO)C(O)C1=CC=C(C=C1)SC (2-amino-3-(4-methylthiophenyl)propane-1,3-diol). Reaction SMILES: [NH2:1][CH:2]([CH:6]([OH:15])[C:7]1[CH:12]=[CH:11][C:10]([S:13][CH3:14])=[CH:9][CH:8]=1)[C:3](O)=[O:4].[B-].[Na+]>C(O)C>[NH2:1][CH:2]([CH:6]([C:7]1[CH:8]=[CH:9][C:10]([S:13][CH3:14])=[CH:11][CH:12]=1)[OH:15])[CH2:3][OH:4] |f:1.2|. Procedure details: The L-threo 2-amino-3-hydroxy-3- (4-methylthiophenyl)propionic acid thus obtained then can be esterified and reduced with sodium borohydrate according to known methods to produce D-threo 2-amino-3-(4-methylthiophenyl)propane-1,3-diol, m.p. 151.9°-152.9° C., [α]D25 -21° (1% in ethanol). The reactants are [Al+3], [Cl-], [H-], [H-], [H-], [H-], [Li+], [NH4+], [Na+], C1CCOC1, [OH-], CCOC(=O)CCCCCOC(COCc1ccc(OC)cc1)Cn1ccnc1. The product is COc1ccc(COCC(Cn2ccnc2)OCCCCCCO)cc1. As a reaction SMILES: [Al+3:31].[Cl-:38].[H-:30].[H-:33].[H-:34].[H-:35].[Li+:32].[NH4+:39].[Na+:37].[O:40]1[CH2:41][CH2:42][CH2:43][CH2:44]1.[OH-:36].[n:1]1([CH2:6][CH:7]([O:8][CH2:9][CH2:10][CH2:11][CH2:12][CH2:13][C:14](=[O:15])[O:16][CH2:17][CH3:18])[CH2:19][O:20][CH2:21][c:22]2[cH:23][cH:24][c:25]([O:28][CH3:29])[cH:26][cH:27]2)[cH:2][n:3][cH:4][cH:5]1>>[n:1]1([CH2:6][CH:7]([O:8][CH2:9][CH2:10][CH2:11][CH2:12][CH2:13][CH2:14][OH:15])[CH2:19][O:20][CH2:21][c:22]2[cH:23][cH:24][c:25]([O:28][CH3:29])[cH:26][cH:27]2)[cH:2][n:3][cH:4][cH:5]1. Reactants: CC(C)=O, CC#N, CO, NC1CC1, COc1ccc(Nc2nc(Cl)nc(Cl)n2)cc1F, [K+], [Na+], [OH-], O, O=P([O-])(O)O. Product: COc1ccc(Nc2nc(Cl)nc(NC3CC3)n2)cc1F. Reaction SMILES: [CH3:31][C:32](=[O:33])[CH3:34].[CH3:35][C:36]#[N:37].[CH3:38][OH:39].[CH:19]1([NH2:22])[CH2:20][CH2:21]1.[Cl:1][c:2]1[n:3][c:4]([NH:9][c:10]2[cH:11][c:12]([F:18])[c:13]([O:16][CH3:17])[cH:14][cH:15]2)[n:5][c:6]([Cl:8])[n:7]1.[K+:30].[Na+:24].[OH-:23].[OH2:40].[P:25]([O-:26])([OH:27])([OH:28])=[O:29]>>[c:2]1([NH:22][CH:19]2[CH2:20][CH2:21]2)[n:3][c:4]([NH:9][c:10]2[cH:11][c:12]([F:18])[c:13]([O:16][CH3:17])[cH:14][cH:15]2)[n:5][c:6]([Cl:8])[n:7]1. Reactants: solution, [H-].[Al+3].[Li+].[H-].[H-].[H-] (lithium aluminum hydride), [Si](C)(C)(C(C)(C)C)OC1=C(C=C(C(=O)OC)C=C1)Cl (methyl 4-tert-butyldimethylsilyloxy-3-chlorobenzoate). Run in C1CCOC1 (THF), C1CCOC1 (THF). The product is [Si](C)(C)(C(C)(C)C)OC1=C(C=C(CO)C=C1)Cl (4-tert-butyldimethylsilyloxy-3-chlorobenzyl alcohol). Isolated yield 54.9%. As a reaction SMILES: [Si:1]([O:8][C:9]1[CH:18]=[CH:17][C:12]([C:13](OC)=[O:14])=[CH:11][C:10]=1[Cl:19])([C:4]([CH3:7])([CH3:6])[CH3:5])([CH3:3])[CH3:2].[H-].[Al+3].[Li+].[H-].[H-].[H-]>C1COCC1>[Si:1]([O:8][C:9]1[CH:18]=[CH:17][C:12]([CH2:13][OH:14])=[CH:11][C:10]=1[Cl:19])([C:4]([CH3:7])([CH3:6])[CH3:5])([CH3:3])[CH3:2] |f:1.2.3.4.5.6|. Reported procedure: To a stirred and cooled (0° C.) solution of 8.00 g (26.7 mmol) of the product of Step A dissolved in 50 mL of anhydrous THF was added 53.3 mL (53.3 mmol) of a 1M solution of lithium aluminum hydride in THF. After the addition was complete the reaction mixture was allowed to warm to room temperature and stirred 2 hours. The stirred reaction was then quenched by dropwise addition of 2.5 mL water, then 2.5 mL of 15% NaOH, and finally 7.5 mL water. The reaction mixture was then filtered and concentr...